This data is from the Open Reaction Database (ORD), a public repository of structured organic reaction records. The task is: describe an organic reaction: reactants, conditions, products, and yield RXN SMILES: [CH3:50][N:51]([CH3:52])[CH:53]=[O:54].[CH:1]([CH3:2])([CH3:3])[c:4]1[cH:5][c:6]([C:7](=[O:8])[OH:9])[cH:10][c:11]([CH:15]([CH3:16])[CH3:17])[c:12]1[O:13][CH3:14].[Cl:18][C:19]([C:20]([Cl:21])=[O:22])=[O:23].[Cl:47][CH2:48][Cl:49].[Sn:24]([Cl:25])([Cl:26])([Cl:27])[Cl:28].[cH:29]1[c:30]([CH2:39][c:40]2[o:41][c:42]([CH3:46])[c:43]([CH3:45])[cH:44]2)[cH:31][cH:32][c:33]2[cH:34][cH:35][cH:36][cH:37][c:38]12>>[CH:1]([CH3:2])([CH3:3])[c:4]1[cH:5][c:6]([C:7](=[O:9])[c:44]2[c:40]([CH2:39][c:30]3[cH:29][c:38]4[c:33]([cH:32][cH:31]3)[cH:34][cH:35][cH:36][cH:37]4)[o:41][c:42]([CH3:46])[c:43]2[CH3:45])[cH:10][c:11]([CH:15]([CH3:16])[CH3:17])[c:12]1[O:13][CH3:14]. Product: COc1c(C(C)C)cc(C(=O)c2c(Cc3ccc4ccccc4c3)oc(C)c2C)cc1C(C)C. Starting materials: CN(C)C=O, COc1c(C(C)C)cc(C(=O)O)cc1C(C)C, O=C(Cl)C(=O)Cl, ClCCl, Cl[Sn](Cl)(Cl)Cl, Cc1cc(Cc2ccc3ccccc3c2)oc1C. The reactants are C(C)C1(CC2=C(C(=C(C(=C2C1)C)C)C=O)C)C (2-ethyl-2,4,5,7-tetramethylindan-6-carboxaldehyde), O (water), [OH-].[Na+] (NaOH), CC(=O)C (acetone), Cl (HCl). The product is C(C)C1(CC2=C(C(=C(C(=C2C1)C)C)C=CC(C)=O)C)C (4-(2-Ethyl-2,4,5,7-tetramethylindan-6-yl)-3-butene-2-one). Isolated yield 79.0%. Reaction SMILES: [CH2:1]([C:3]1([CH3:17])[CH2:11][C:10]2[C:5](=[C:6]([CH3:16])[C:7]([CH:14]=O)=[C:8]([CH3:13])[C:9]=2[CH3:12])[CH2:4]1)[CH3:2].O.[OH-].[Na+].Cl.[CH3:22][C:23]([CH3:25])=[O:24]>>[CH2:1]([C:3]1([CH3:17])[CH2:11][C:10]2[C:5](=[C:6]([CH3:16])[C:7]([CH:14]=[CH:22][C:23](=[O:24])[CH3:25])=[C:8]([CH3:13])[C:9]=2[CH3:12])[CH2:4]1)[CH3:2] |f:2.3|. Procedure details: To a solution of 18.26 g of the 2-ethyl-2,4,5,7-tetramethylindan-6-carboxaldehyde in 58 ml of absolute acetone was added 28 ml of water and 32 g of 2% NaOH. After refluxing for 20 hours, the solution was acidified was 2N HCl and extracted with diethyl ether. The organic layer was dried over anhydrous magnesium sulfate, filtered and evaporated under reduced pressure. The residue was purified by silica-gel column chromatography to afford 19.38 g of the title compound as yellow oil. Reactants: [C-]#N, Cl, N#C[K], O=N[O-], CCCCC1OC(=O)c2cc(N)ccc21, [Na+], O. Yields the product CCCCC1OC(=O)c2cc(C#N)ccc21. As a reaction SMILES: [C-:20]#[N:21].[ClH:25].[K:22][C:23]#[N:24].[N:16]([O-:17])=[O:18].[NH2:1][c:2]1[cH:3][cH:4][c:5]2[c:10]([cH:11]1)[C:8](=[O:9])[O:7][CH:6]2[CH2:12][CH2:13][CH2:14][CH3:15].[Na+:19].[OH2:26]>>[c:2]1([C:23]#[N:24])[cH:3][cH:4][c:5]2[c:10]([cH:11]1)[C:8](=[O:9])[O:7][CH:6]2[CH2:12][CH2:13][CH2:14][CH3:15]. Starting materials: C(C1=CC=CC=C1)OC1=CC(N(C=C1)CC(=O)C1=C(C=C(C=C1)CO)C)=O (4-Benzyloxy-1-[2-(4-hydroxymethyl-2-methyl-phenyl)-2-oxo-ethyl]-1H-pyridin-2-one), FC=1C=CC(=NC1)COC1=CC(NC=C1)=O (4-(5-fluoro-pyridin-2-ylmethoxy)-1H-pyridin-2-one). The product is FC=1C=CC(=NC1)COC1=CC(N(C=C1)CC(=O)C1=C(C=C(C=C1)CO)C)=O (4-(5-Fluoro-pyridin-2-ylmethoxy)-1-[2-(4-hydroxymethyl-2-methyl-phenyl)-2-oxo-ethyl]-1H-pyridin-2-one). Isolated yield 90.0%. As a reaction SMILES: C(OC1C=CN([CH2:15][C:16]([C:18]2[CH:23]=[CH:22][C:21]([CH2:24][OH:25])=[CH:20][C:19]=2[CH3:26])=[O:17])C(=O)C=1)C1C=CC=CC=1.[F:28][C:29]1[CH:30]=[CH:31][C:32]([CH2:35][O:36][C:37]2[CH:42]=[CH:41][NH:40][C:39](=[O:43])[CH:38]=2)=[N:33][CH:34]=1>>[F:28][C:29]1[CH:30]=[CH:31][C:32]([CH2:35][O:36][C:37]2[CH:42]=[CH:41][N:40]([CH2:15][C:16]([C:18]3[CH:23]=[CH:22][C:21]([CH2:24][OH:25])=[CH:20][C:19]=3[CH3:26])=[O:17])[C:39](=[O:43])[CH:38]=2)=[N:33][CH:34]=1. Reported procedure: 4-(5-Fluoro-pyridin-2-ylmethoxy)-1-[2-(4-hydroxymethyl-2-methyl-phenyl)-2-oxo-ethyl]-1H-pyridin-2-one is prepared following preparation 1c employing 4-(5-fluoro-pyridin-2-ylmethoxy)-1H-pyridin-2-one (described in WO 09/103,478) instead of 4-benzyloxy-1H-pyridin-2-one. Reactants: CC(C)(C)OC(=O)N1CCC(O)CC1, C1CCOC1, Clc1ncnc2[nH]ccc12, CCOC(=O)N=NC(=O)OCC, c1ccc(P(c2ccccc2)c2ccccc2)cc1. Product: CC(C)(C)OC(=O)N1CCC(n2ccc3c(Cl)ncnc32)CC1. As a reaction SMILES: [C:23]([CH3:24])([CH3:25])([CH3:26])[O:27][C:28](=[O:29])[N:30]1[CH2:31][CH2:32][CH:33]([OH:36])[CH2:34][CH2:35]1.[CH2:56]1[O:57][CH2:58][CH2:59][CH2:60]1.[Cl:13][c:14]1[c:15]2[c:16]([n:17][cH:18][n:19]1)[nH:20][cH:21][cH:22]2.[O:1]=[C:2]([O:3][CH2:4][CH3:5])[N:6]=[N:7][C:8]([O:9][CH2:10][CH3:11])=[O:12].[c:37]1([P:38]([c:39]2[cH:40][cH:41][cH:42][cH:43][cH:44]2)[c:45]2[cH:46][cH:47][cH:48][cH:49][cH:50]2)[cH:51][cH:52][cH:53][cH:54][cH:55]1>>[Cl:13][c:14]1[c:15]2[c:16]([n:17][cH:18][n:19]1)[n:20]([CH:33]1[CH2:32][CH2:31][N:30]([C:28]([O:27][C:23]([CH3:24])([CH3:25])[CH3:26])=[O:29])[CH2:35][CH2:34]1)[cH:21][cH:22]2. The reactants are CCCC(=O)Cl, CCOC(Cc1ccc(-c2csc(CNC)c2)cc1)C(=O)OC. Product: CCCC(=O)CNCc1cc(-c2ccc(CC(OCC)C(=O)OC)cc2)cs1. Reaction SMILES: [C:24]([CH2:25][CH2:26][CH3:27])(=[O:28])[Cl:29].[CH2:1]([CH3:2])[O:3][CH:4]([C:5](=[O:6])[O:7][CH3:8])[CH2:9][c:10]1[cH:11][cH:12][c:13](-[c:16]2[cH:17][s:18][c:19]([CH2:21][NH:22][CH3:23])[cH:20]2)[cH:14][cH:15]1>>[CH2:1]([CH3:2])[O:3][CH:4]([C:5](=[O:6])[O:7][CH3:8])[CH2:9][c:10]1[cH:11][cH:12][c:13](-[c:16]2[cH:17][s:18][c:19]([CH2:21][NH:22][CH2:23][C:24]([CH2:25][CH2:26][CH3:27])=[O:28])[cH:20]2)[cH:14][cH:15]1. Starting materials: ClC=1NC2=C(N1)C=CC=C2 (2-chlorobenzimidazole), FC1=CC=C(N)C=C1 (4-fluoroaniline). Yields the product N1=C(NC2=C1C=CC=C2)NC2=CC=C(C=C2)F (N-(Benzimidazol-2-yl)-4-fluoroaniline), hydrochloride salt. Reaction SMILES: Cl[C:2]1[NH:3][C:4]2[CH:10]=[CH:9][CH:8]=[CH:7][C:5]=2[N:6]=1.[F:11][C:12]1[CH:18]=[CH:17][C:15]([NH2:16])=[CH:14][CH:13]=1>>[N:6]1[C:5]2[CH:7]=[CH:8][CH:9]=[CH:10][C:4]=2[NH:3][C:2]=1[NH:16][C:15]1[CH:17]=[CH:18][C:12]([F:11])=[CH:13][CH:14]=1. Procedure: The title compound was prepared from 2-chlorobenzimidazole and 4-fluoroaniline by Procedure A. The product was isolated by filtration to give the title compound as a hydrochloride salt (solid, mp 215-216° C.). MS(ES+) m/z 228 ([M+1]+, 100).